Dataset: the Open Reaction Database (ORD), a public repository of structured organic reaction records. Task: describe an organic reaction: reactants, conditions, products, and yield The reactants are O=C([O-])O, C=CCBr, CN(C)C=O, Cl, [I-], [K+], c1ccc2c(C3CCNCC3)noc2c1, [Na+]. The product is Cl, C=CCN1CCC(c2noc3ccccc23)CC1. As a reaction SMILES: [C:20](=[O:21])([OH:22])[O-:23].[CH2:16]([CH:17]=[CH2:18])[Br:19].[CH3:28][N:29]([CH3:30])[CH:31]=[O:32].[ClH:27].[I-:26].[K+:25].[NH:1]1[CH2:2][CH2:3][CH:4]([c:7]2[n:8][o:9][c:10]3[c:11]2[cH:12][cH:13][cH:14][cH:15]3)[CH2:5][CH2:6]1.[Na+:24]>>[ClH:27].[N:1]1([CH2:18][CH:17]=[CH2:16])[CH2:2][CH2:3][CH:4]([c:7]2[n:8][o:9][c:10]3[c:11]2[cH:12][cH:13][cH:14][cH:15]3)[CH2:5][CH2:6]1. Starting materials: C(=O)NC=1SC=C(N1)CC(=O)OCC (ethyl 2-(2-formylaminothiazol-4-yl)acetate), C(=O)N=C1SC=C(N1)CC(=O)OCC (ethyl 2-(2-formylimino-2,3-dihydrothiazol-4-yl)acetate), manganous acetate tetrahydrate, C(C)(=O)OC(C)=O (acetic anhydride), [Mn](=O)(=O)(=O)[O-].[K+] (potassium permanganate). Run in C(C)(=O)O (acetic acid). Reaction conditions: time 20 minute. Yields the product C(=O)NC=1SC=C(N1)C(C(=O)OCC)=O (ethyl 2-(2-formylaminothiazol-4-yl)glyoxylate). RXN SMILES: C(OC(=O)C)(=[O:3])C.[Mn]([O-])(=O)(=O)=O.[K+].[CH:14]([NH:16][C:17]1[S:18][CH:19]=[C:20]([CH2:22][C:23]([O:25][CH2:26][CH3:27])=[O:24])[N:21]=1)=[O:15]>C(O)(=O)C>[CH:14]([NH:16][C:17]1[S:18][CH:19]=[C:20]([C:22](=[O:3])[C:23]([O:25][CH2:26][CH3:27])=[O:24])[N:21]=1)=[O:15] |f:1.2|. Procedure: A mixture of manganous acetate tetrahydrate (120 g.), acetic acid (1000 ml) and acetic anhydride (100 ml.) was stirred for 20 minutes in an oil bath heated at 130° to 135° C., and to the mixture was added potassium permanganate (20 g.) over 5 minutes at 105° to 110° C. with stirring and then the mixture was further stirred for 30 minutes at 130° to 135° C. The mixture was cooled to room temperature, and to the mixture was added ethyl 2-(2-formylaminothiazol-4-yl)acetate, which can be represented... Starting materials: C([C@@H]1[C@H]([C@@H]([C@@](O1)(COP(=O)(O)O)O)O)O)OP(=O)(O)O (fructose-1,6-diphosphate), [Cl-].[Na+] (sodium chloride), Cl (hydrochloric acid). The product is C([C@@H]1[C@H]([C@@H]([C@@](O1)(COP(=O)(O)O)O)O)O)OP(=O)(O)O (fructose-1,6-diphosphate), P(=O)([O-])([O-])[O-] (phosphate). Reaction SMILES: [Cl-].[Na+].Cl.[CH2:4]([O:19][P:20]([OH:23])([OH:22])=[O:21])[C@H:5]1[O:9][C@@:8]([OH:16])([CH2:10][O:11][P:12]([OH:15])([OH:14])=[O:13])[C@@H:7]([OH:17])[C@@H:6]1[OH:18]>>[CH2:4]([O:19][P:20]([OH:23])([OH:22])=[O:21])[C@H:5]1[O:9][C@@:8]([OH:16])([CH2:10][O:11][P:12]([OH:14])([OH:15])=[O:13])[C@@H:7]([OH:17])[C@@H:6]1[OH:18].[P:12]([O-:15])([O-:14])([O-:13])=[O:11] |f:0.1|. Procedure details: An anion-exchange resin column 5 cm in diameter and 50 cm in length (Dowex SAR, made by Muromachi Kagaku Kogyo K. K.) was brought to equilibrium using an aqueous solution containing 0.04M sodium chloride and 0.01N hydrochloric acid. The above-mentioned 6.6 liters of fructose-1,6-diphosphate solution was put on the column. The column was then washed with about 30 liters of the equilibrating solution. Thereafter, the fructose-1,6-diphosphate was eluted using 20 liters of an aqueous solution contai...